From a dataset of the Open Reaction Database (ORD), a public repository of structured organic reaction records. describe an organic reaction: reactants, conditions, products, and yield The reactants are NC1=C(NC=2SC(=CC2C#N)C)C=CC=C1 (2-(2-Aminoanilino)-5-methylthiophene-3-carbonitrile), O1CCCC1 (tetrahydrofuran), O (water). Solvent: CN1CCNCC1 (N-methyl-piperazine), C(C)(=O)O (acetic acid). Run at temperature 120 celsius, time 30 minute. Yields the product CC1=CC2=C(NC3=C(N=C2N2CCN(CC2)C)C=CC=C3)S1 (2-methyl-4-(4-methyl-1-piperazinyl)-10H-thieno-[2,3-b][1,5]benzodiazepine). As a reaction SMILES: [NH2:1][C:2]1[CH:16]=[CH:15][CH:14]=[CH:13][C:3]=1[NH:4][C:5]1[S:6][C:7]([CH3:12])=[CH:8][C:9]=1[C:10]#[N:11].O1[CH2:21][CH2:20]CC1.O>CN1CCNCC1.C(O)(=O)C>[CH3:12][C:7]1[S:6][C:5]2[NH:4][C:3]3[CH:13]=[CH:14][CH:15]=[CH:16][C:2]=3[N:1]=[C:10]([N:11]3[CH2:21][CH2:20][N:4]([CH3:5])[CH2:3][CH2:2]3)[C:9]=2[CH:8]=1. Procedure details: 2-(2-Aminoanilino)-5-methylthiophene-3-carbonitrile (2.0 g) is taken in N-methyl-piperazine (12 ml) and acetic acid (2 ml). The solution is heated at 120° C. until completion of reaction. The reaction mass is cooled and tetrahydrofuran is added. The reaction mixture is stirred for 30 minutes. The water is added at 45-50° C., the mixture is cooled up to room temperature and the solid is precipitated out. The solid is filtered off and washed with tetrahydrofuran-water mixture.